Dataset: the Open Reaction Database (ORD), a public repository of structured organic reaction records. Task: describe an organic reaction: reactants, conditions, products, and yield The reactants are C1(CC1)C=1NC2=CC=C(C(=C2C1)C(F)(F)F)C#N (2-cyclopropyl-4-(trifluoromethyl)-1H-indole-5-carbonitrile), BrCC(=O)N (2-bromoacetamide). Yields the product C(#N)C=1C(=C2C=C(N(C2=CC1)CC(=O)N)C1CC1)C(F)(F)F (2-[5-Cyano-2-cyclopropyl-4-(trifluoromethyl)-1H-indol-1-yl]acetamide). Reaction SMILES: [CH:1]1([C:4]2[NH:5][C:6]3[C:11]([CH:12]=2)=[C:10]([C:13]([F:16])([F:15])[F:14])[C:9]([C:17]#[N:18])=[CH:8][CH:7]=3)[CH2:3][CH2:2]1.Br[CH2:20][C:21]([NH2:23])=[O:22]>>[C:17]([C:9]1[C:10]([C:13]([F:14])([F:15])[F:16])=[C:11]2[C:6](=[CH:7][CH:8]=1)[N:5]([CH2:20][C:21]([NH2:23])=[O:22])[C:4]([CH:1]1[CH2:2][CH2:3]1)=[CH:12]2)#[N:18]. Procedure: Synthesized as described in Example 4 using 2-cyclopropyl-4-(trifluoromethyl)-1H-indole-5-carbonitrile and 2-bromoacetamide: 1H NMR (400 MHz, DMSO-d6) δ 7.82 (d, J=8.4 Hz, 1H), 7.71 (bs, 1H), 7.67 (d, J=8.4 Hz, 1H), 7.35 (bs, 1H), 6.37 (s, 1H), 5.02 (s, 2H), 1.94 (m, 1H), 0.99 (m, 2H), 0.77 (m, 2H); MS (ES) m/z 308 (M+1).